This data is from the Open Reaction Database (ORD), a public repository of structured organic reaction records. The task is: describe an organic reaction: reactants, conditions, products, and yield Reactants: Brc1cccc(Nc2ncnc3cc4c(cc23)OCCCSCCCO4)c1, CO, O. Yields the product O=S1(=O)CCCOc2cc3ncnc(Nc4cccc(Br)c4)c3cc2OCCC1. As a reaction SMILES: [Br:1][c:2]1[cH:3][c:4]([NH:8][c:9]2[n:10][cH:11][n:12][c:13]3[cH:14][c:15]4[c:25]([cH:26][c:27]23)[O:24][CH2:23][CH2:22][CH2:21][S:20][CH2:19][CH2:18][CH2:17][O:16]4)[cH:5][cH:6][cH:7]1.[CH3:29][OH:30].[OH2:28]>>[Br:1][c:2]1[cH:3][c:4]([NH:8][c:9]2[n:10][cH:11][n:12][c:13]3[cH:14][c:15]4[c:25]([cH:26][c:27]23)[O:24][CH2:23][CH2:22][CH2:21][S:20](=[O:28])(=[O:30])[CH2:19][CH2:18][CH2:17][O:16]4)[cH:5][cH:6][cH:7]1.